This data is from the Open Reaction Database (ORD), a public repository of structured organic reaction records. The task is: describe an organic reaction: reactants, conditions, products, and yield Starting materials: CNN (methylhydrazine), ClC1=CC=C(C(=O)C2=CC=C(CN3C=NC(=C3C(=O)OCC)C=O)C=C2)C=C1 (ethyl 1-[4-(4-chlorobenzoyl)benzyl]-4-formylimidazole-5-carboxylate), S(O)(O)(=O)=O (sulfuric acid). The solvent is O (water), C(C)O (ethanol). Product: ClC1=CC=C(C(=O)C2=CC=C(CN3C=NC=4C=NN(C(C43)=O)C)C=C2)C=C1 (3-[4-(4-Chlorobenzoyl)benzyl]-5-methyl-3H-imidazo-[4,5-d]pyridazin-4(5H)-on). Yield: 6.7%. RXN SMILES: [CH3:1][NH:2][NH2:3].[Cl:4][C:5]1[CH:31]=[CH:30][C:8]([C:9]([C:11]2[CH:29]=[CH:28][C:14]([CH2:15][N:16]3[C:20]([C:21]([O:23]CC)=O)=[C:19]([CH:26]=O)[N:18]=[CH:17]3)=[CH:13][CH:12]=2)=[O:10])=[CH:7][CH:6]=1.S(=O)(=O)(O)O>C(O)C.O>[Cl:4][C:5]1[CH:6]=[CH:7][C:8]([C:9]([C:11]2[CH:12]=[CH:13][C:14]([CH2:15][N:16]3[C:20]4[C:21](=[O:23])[N:2]([CH3:1])[N:3]=[CH:26][C:19]=4[N:18]=[CH:17]3)=[CH:28][CH:29]=2)=[O:10])=[CH:30][CH:31]=1. Reported procedure: A solution of methylhydrazine (209 mg) and ethyl 1-[4-(4-chlorobenzoyl)benzyl]-4-formylimidazole-5-carboxylate (6.01 g) in ethanol (10 ml) was refluxed for 2.5 hours. After cooling to room temperature, concentrated sulfuric acid (0.1 ml) was added and the mixture was further refluxed for 15 hours. This reaction mixture was diluted with water and extracted with ethyl acetate. The extract was dried over anhydrous magnesium sulfate, the solvent was distilled off under reduced pressure, and the resi... Reactants: CC#N, COc1ccc(CNC2COCCn3c2nc(-c2ccncc2)cc3=O)cc1, [Ce], O=[N+]([O-])[O-], [NH4+], O. Product: NC1COCCn2c1nc(-c1ccncc1)cc2=O. Reaction SMILES: [C:36](#[N:37])[CH3:38].[CH3:1][O:2][c:3]1[cH:4][cH:5][c:6]([CH2:7][NH:8][CH:9]2[CH2:10][O:11][CH2:12][CH2:13][n:14]3[c:15]2[n:16][c:17](-[c:21]2[cH:22][cH:23][n:24][cH:25][cH:26]2)[cH:18][c:19]3=[O:20])[cH:27][cH:28]1.[Ce:33].[N+:29]([O-:30])([O-:31])=[O:32].[NH4+:34].[OH2:35]>>[NH2:8][CH:9]1[CH2:10][O:11][CH2:12][CH2:13][n:14]2[c:15]1[n:16][c:17](-[c:21]1[cH:22][cH:23][n:24][cH:25][cH:26]1)[cH:18][c:19]2=[O:20]. The reactants are C(C)(=O)OC(CCCC#CC1=CC=C(C=C1)C1=NC=C(C=N1)OCCCCCCCCCC)C (2-(4-(6-acetoxy-1-heptynyl)phenyl)-5-decyloxypyrimidine). The solvent is C(Cl)(Cl)Cl (chloroform). Product: C(C)(=O)OC(CCCCCC1=CC=C(C=C1)C1=NC=C(C=N1)OCCCCCCCCCC)C (2-(4-(6-acetoxy-1-heptyl)phenyl)-5-decyloxypyrimidine). Isolated yield 98.5%. Reaction SMILES: [C:1]([O:4][CH:5]([CH3:34])[CH2:6][CH2:7][CH2:8][C:9]#[C:10][C:11]1[CH:16]=[CH:15][C:14]([C:17]2[N:22]=[CH:21][C:20]([O:23][CH2:24][CH2:25][CH2:26][CH2:27][CH2:28][CH2:29][CH2:30][CH2:31][CH2:32][CH3:33])=[CH:19][N:18]=2)=[CH:13][CH:12]=1)(=[O:3])[CH3:2]>C(Cl)(Cl)Cl>[C:1]([O:4][CH:5]([CH3:34])[CH2:6][CH2:7][CH2:8][CH2:9][CH2:10][C:11]1[CH:16]=[CH:15][C:14]([C:17]2[N:22]=[CH:21][C:20]([O:23][CH2:24][CH2:25][CH2:26][CH2:27][CH2:28][CH2:29][CH2:30][CH2:31][CH2:32][CH3:33])=[CH:19][N:18]=2)=[CH:13][CH:12]=1)(=[O:3])[CH3:2]. Procedure: In the same manner as above, 0.92 g (yield 98.5%) of 2-(4-(6-acetoxy-1-heptyl)phenyl)-5-decyloxypyrimidine, [α]D20 =-1.2° (c=1, chloroform), is obtained from 0.93 g of optically active 2-(4-(6-acetoxy-1-heptynyl)phenyl)-5-decyloxypyrimidine. Starting materials: C1(=CC=CC=C1)C(C1=CC=CC=C1)N1CCNCC1 (diphenylmethyl piperazine), BrCCCCN1N=CC(=C1)C(=O)OCC (1-(4-bromobutyl)-4-ethyloxycarbonylpyrazole), C([O-])([O-])=O.[K+].[K+] (potassium carbonate), [I-].[Na+] (sodium iodide). Run in C(C)C(=O)C (methyl ethyl ketone). The product is C1(=CC=CC=C1)C(N1CCN(CC1)CCCCN1N=CC(=C1)C(=O)O)C1=CC=CC=C1 (1-[4-(4-Diphenylmethyl-1-piperazinyl)butyl]-4-carboxy pyrazole). As a reaction SMILES: [C:1]1([CH:7]([N:14]2[CH2:19][CH2:18][NH:17][CH2:16][CH2:15]2)[C:8]2[CH:13]=[CH:12][CH:11]=[CH:10][CH:9]=2)[CH:6]=[CH:5][CH:4]=[CH:3][CH:2]=1.Br[CH2:21][CH2:22][CH2:23][CH2:24][N:25]1[CH:29]=[C:28]([C:30]([O:32]CC)=[O:31])[CH:27]=[N:26]1.C(=O)([O-])[O-].[K+].[K+].[I-].[Na+]>C(C(C)=O)C>[C:1]1([CH:7]([C:8]2[CH:13]=[CH:12][CH:11]=[CH:10][CH:9]=2)[N:14]2[CH2:15][CH2:16][N:17]([CH2:21][CH2:22][CH2:23][CH2:24][N:25]3[CH:29]=[C:28]([C:30]([OH:32])=[O:31])[CH:27]=[N:26]3)[CH2:18][CH2:19]2)[CH:6]=[CH:5][CH:4]=[CH:3][CH:2]=1 |f:2.3.4,5.6|. Procedure: Under reflux for 4 hours is placed a mixture of 6.3 g (25 mmoles) of diphenylmethyl piperazine, 6.87 g (25 mmoles) of 1-(4-bromobutyl)-4-ethyloxycarbonylpyrazole, 5.17 g (37.5 moles) of potassium carbonate and 5.06 g (33.7 mmoles) of sodium iodide in 100 ml of methyl ethyl ketone. It is cooled, filtered and the filtrate evaporated to dryness. The residue is taken up again with chloroform and water, the organic phase is dried with Na2SO4, it is filtered and evaporated under vacuum. The resulting ... The reactants are C(=O)C1=CC(=NC=N1)NC(OC(C)(C)C)=O (tert-butyl 6-formylpyrimidin-4-ylcarbamate), [BH4-].[Na+] (sodium borohydride), O (water). Run in CO (MeOH). Reaction conditions: time 1 hour. Yields the product OCC1=CC(=NC=N1)NC(OC(C)(C)C)=O (tert-Butyl 6-(hydroxymethyl)pyrimidin-4-ylcarbamate). The yield is 31.1%. RXN SMILES: [CH:1]([C:3]1[N:8]=[CH:7][N:6]=[C:5]([NH:9][C:10](=[O:16])[O:11][C:12]([CH3:15])([CH3:14])[CH3:13])[CH:4]=1)=[O:2].[BH4-].[Na+].O>CO>[OH:2][CH2:1][C:3]1[N:8]=[CH:7][N:6]=[C:5]([NH:9][C:10](=[O:16])[O:11][C:12]([CH3:14])([CH3:13])[CH3:15])[CH:4]=1 |f:1.2|. Procedure: To a stirred solution of the crude tert-butyl 6-formylpyrimidin-4-ylcarbamate (4.6 g, 0.020 mol) in MeOH (100 mL) was added sodium borohydride (0.74 g, 0.020 mol) in four portions at room temperature. After addition, the resulting mixture was stirred for 1 hour and then water (50 mL) was added. The solvent was removed under reduced pressure and the resulting aqueous residue was extracted with EtOAc (3×100 mL). The combined organic extract was washed with water (30 mL) and brine (30 mL), dried ov...